This data is from the Open Reaction Database (ORD), a public repository of structured organic reaction records. The task is: describe an organic reaction: reactants, conditions, products, and yield The reactants are ClC=1C(=NC(=CC1)NCC1CCOCC1)C1=CC(=NC=C1Cl)F (3,5′-dichloro-2′-fluoro-N-((tetrahydro-2H-pyran-4-yl)methyl)-2,4′-bipyridin-6-amine), ClC=1C(=NC(=CC1)NCC1CCOCC1)C1=CC(=NC=C1Cl)F (3,5′-dichloro-2′-fluoro-N-((tetrahydro-2H-pyran-4-yl)methyl)-2,4′-bipyridin-6-amine), CS(=O)C (DMSO), [C@H]1(CC[C@H](CC1)N)N (trans-cyclohexane-1,4-diamine). The solvent is C(C)(=O)OCC (ethyl acetate). Run at temperature 100 celsius, time 20 hour. Product: N[C@@H]1CC[C@H](CC1)NC1=NC=C(C(=C1)C1=NC(=CC=C1Cl)NCC1CCOCC1)Cl (N2′-(trans-4-aminocyclohexyl)-3,5′-dichloro-N6-((tetrahydro-2H-pyran-4-yl)methyl)-2,4′-bipyridine-2′,6-diamine). Isolated yield 101.2%. RXN SMILES: [Cl:1][C:2]1[C:3]([C:16]2[C:21]([Cl:22])=[CH:20][N:19]=[C:18](F)[CH:17]=2)=[N:4][C:5]([NH:8][CH2:9][CH:10]2[CH2:15][CH2:14][O:13][CH2:12][CH2:11]2)=[CH:6][CH:7]=1.CS(C)=O.[C@H:28]1([NH2:35])[CH2:33][CH2:32][C@H:31]([NH2:34])[CH2:30][CH2:29]1>C(OCC)(=O)C>[NH2:34][C@H:31]1[CH2:32][CH2:33][C@H:28]([NH:35][C:18]2[CH:17]=[C:16]([C:3]3[C:2]([Cl:1])=[CH:7][CH:6]=[C:5]([NH:8][CH2:9][CH:10]4[CH2:15][CH2:14][O:13][CH2:12][CH2:11]4)[N:4]=3)[C:21]([Cl:22])=[CH:20][N:19]=2)[CH2:29][CH2:30]1. Procedure details: To 3,5′-dichloro-2′-fluoro-N-((tetrahydro-2H-pyran-4-yl)methyl)-2,4′-bipyridin-6-amine (Intermediate G) (250 mg, 0.702 mmol) was added DMSO (3 ml) and trans-cyclohexane-1,4-diamine (952 mg, 6.32 mmol). The reaction mixture was stirred at 100° C. for 20 hours and the reaction progress was followed by LCMS. The reaction mixture was cooled, diluted with 250 ml ethyl acetate, washed with saturated sodium bicarbonate (1×), water (3×) and concentrated to constant mass, giving 320 mg of product as a fr... RXN SMILES: [CH3:1][NH2:2].[Cl:13][CH2:14][Cl:15].[Cl:3][c:4]1[n:5][cH:6][c:7]([N+:10](=[O:11])[O-:12])[cH:8][cH:9]1>>[CH3:1][NH:2][c:4]1[n:5][cH:6][c:7]([N+:10](=[O:11])[O-:12])[cH:8][cH:9]1. Product: CNc1ccc([N+](=O)[O-])cn1. The reactants are CN, ClCCl, O=[N+]([O-])c1ccc(Cl)nc1. The reactants are [Cl-].NC1=[N+](C(=C(C(=C1)NCCCCCCCC)C#N)Cl)CCCCCCCC (2-amino-6-chloro-5-cyano-1-n-octyl-4-n-octylamino pyridinium chloride), C(C)N(C([S-])=S)CC.[Na+] (sodium diethyldithiocarbamate). Run in CN(C=O)C (dimethylformamide). Product: [Cl-].NC1=[N+](C(=C(C(=C1)NCCCCCCCC)C#N)SC(N(CC)CC)=S)CCCCCCCC (2-amino-5-cyano-6-diethylthiocarbamylthio-1-n-octyl-4-n-octylamino pyridinium chloride). Isolated yield 29.5%. As a reaction SMILES: [Cl-].[NH2:2][C:3]1[CH:8]=[C:7]([NH:9][CH2:10][CH2:11][CH2:12][CH2:13][CH2:14][CH2:15][CH2:16][CH3:17])[C:6]([C:18]#[N:19])=[C:5]([Cl:20])[N+:4]=1[CH2:21][CH2:22][CH2:23][CH2:24][CH2:25][CH2:26][CH2:27][CH3:28].[CH2:29]([N:31]([CH2:35][CH3:36])[C:32](=[S:34])[S-:33])[CH3:30].[Na+]>CN(C)C=O>[Cl-:20].[NH2:2][C:3]1[CH:8]=[C:7]([NH:9][CH2:10][CH2:11][CH2:12][CH2:13][CH2:14][CH2:15][CH2:16][CH3:17])[C:6]([C:18]#[N:19])=[C:5]([S:34][C:32](=[S:33])[N:31]([CH2:35][CH3:36])[CH2:29][CH3:30])[N+:4]=1[CH2:21][CH2:22][CH2:23][CH2:24][CH2:25][CH2:26][CH2:27][CH3:28] |f:0.1,2.3,5.6|. Procedure details: 4.5 gms (.01 mole) of 2-amino-6-chloro-5-cyano-1-n-octyl-4-n-octylamino pyridinium chloride (compound 14 - Table 1) was dissolved in dimethylformamide and 2.2 gms (0.01 mole) of sodium diethyldithiocarbamate added and the solution refluxed for 60 minutes. This was then cooled, filtered and the solvent evaporated off. Methanol was added and 1.6 gms (30% yield) of 2-amino-5-cyano-6-diethylthiocarbamylthio-1-n-octyl-4-n-octylamino pyridinium chloride (compound 80 - Table 5) was filtered off and rec... Starting materials: ClC1=C(C2=C(CCN(CC2)C(C(F)(F)F)=O)C=C1)OS(=O)(=O)C(F)(F)F (7-chloro-3-(2,2,2-trifluoroacetyl)-6-trifluoromethanesulfonyloxy-2,3,4,5-tetrahydro-1H-benzo[d]azepine), NCC1=C(C=C(C(=O)NC2CCCCCC2)C=C1)F (4-aminomethyl-N-cycloheptyl-3-fluoro-benzamide). The solvent is C1(=CC=CC=C1)C (toluene). Yields the product ClC1=C(C2=C(CCN(CC2)C(C(F)(F)F)=O)C=C1)NCC1=C(C=C(C=C1)C(NC1CCCCCC1)=O)F (7-chloro-6-(4-cycloheptylcarbamoyl-2-fluoro-benzylamino)-3-(2,2,2-trifluoroacetyl)-2,3,4,5-tetrahydro-1H-benzo[d]azepine). Isolated yield 70.1%. RXN SMILES: [Cl:1][C:2]1[CH:18]=[CH:17][C:5]2[CH2:6][CH2:7][N:8]([C:11](=[O:16])[C:12]([F:15])([F:14])[F:13])[CH2:9][CH2:10][C:4]=2[C:3]=1OS(C(F)(F)F)(=O)=O.[NH2:27][CH2:28][C:29]1[CH:44]=[CH:43][C:32]([C:33]([NH:35][CH:36]2[CH2:42][CH2:41][CH2:40][CH2:39][CH2:38][CH2:37]2)=[O:34])=[CH:31][C:30]=1[F:45]>C1(C)C=CC=CC=1>[Cl:1][C:2]1[CH:18]=[CH:17][C:5]2[CH2:6][CH2:7][N:8]([C:11](=[O:16])[C:12]([F:15])([F:13])[F:14])[CH2:9][CH2:10][C:4]=2[C:3]=1[NH:27][CH2:28][C:29]1[CH:44]=[CH:43][C:32]([C:33](=[O:34])[NH:35][CH:36]2[CH2:42][CH2:41][CH2:40][CH2:39][CH2:38][CH2:37]2)=[CH:31][C:30]=1[F:45]. Reported procedure: Use a method similar to the General Procedure 5-2 to couple 7-chloro-3-(2,2,2-trifluoroacetyl)-6-trifluoromethanesulfonyloxy-2,3,4,5-tetrahydro-1H-benzo[d]azepine (640 mg, 1.5 mmol) with 4-aminomethyl-N-cycloheptyl-3-fluoro-benzamide (795 mg, 3 mmol) in anhydrous toluene (20 mL). Purify the crude mixture by chromatography on silica gel eluting with hexane/EtOAc (19:1 to 3:2 gradient) to obtain 7-chloro-6-(4-cycloheptylcarbamoyl-2-fluoro-benzylamino)-3-(2,2,2-trifluoroacetyl)-2,3,4,5-tetrahydro-1...